Dataset: the Open Reaction Database (ORD), a public repository of structured organic reaction records. Task: describe an organic reaction: reactants, conditions, products, and yield Reactants: BrCCCCCCCCCCCC(C(C(C(F)(F)F)(F)F)(F)F)(F)F (1-bromo-11-(nonafluorobutyl)undecane), P(OCC)(OCC)OCC (triethyl phosphite), P(OCC)(OCC)OCC (triethyl phosphite). Reaction conditions: temperature 150 celsius, time 18 hour. The product is C(C)OP(=O)(OCC)C(CCCCCCCCCC)C(C(C(C(F)(F)F)(F)F)(F)F)(F)F (1-(diethylphosphono)-1-(nonafluorobutyl)undecane). Isolated yield 94.9%. As a reaction SMILES: Br[CH2:2][CH2:3][CH2:4][CH2:5][CH2:6][CH2:7][CH2:8][CH2:9][CH2:10][CH2:11][CH2:12][C:13]([F:25])([F:24])[C:14]([F:23])([F:22])[C:15]([F:21])([F:20])[C:16]([F:19])([F:18])[F:17].[P:26]([O:33]CC)([O:30][CH2:31][CH3:32])[O:27][CH2:28][CH3:29]>>[CH2:28]([O:27][P:26]([CH:12]([C:13]([F:25])([F:24])[C:14]([F:23])([F:22])[C:15]([F:21])([F:20])[C:16]([F:19])([F:18])[F:17])[CH2:11][CH2:10][CH2:9][CH2:8][CH2:7][CH2:6][CH2:5][CH2:4][CH2:3][CH3:2])([O:30][CH2:31][CH3:32])=[O:33])[CH3:29]. Procedure details: A mixture of 15.03 g of 1-bromo-11-(nonafluorobutyl)undecane and 15.00 g of triethyl phosphite was heated at 150° C. After 18 hr, an additional 9.00 g of triethyl phosphite was added, and heating was continued for 24 hr. Diethyl ethylphosphonate and other volatiles were removed by distillation, b.p. 30-50° C. at 0.05 torr (7 Pa). Bulb-to-bulb distillation of the concentrate provided 16.07 g of 1-(diethylphosphono)-1-(nonafluorobutyl)undecane as a clear, colorless liquid, b.p. 170-200° C. at 0.05... Reactants: S(=O)(=O)(Cl)Cl (sulphuryl chloride), C(C)(=O)C1=C(N(C=O)C)C(=CC=C1)F (2'-acetyl-6'-fluoro-N-methylformanilide), O (Water). The solvent is ClCCl (dichloromethane). Conditions: time 3.25 hour. Product: C(C1=CC=CC=C1)(=O)OC1=CN(C2=C(C=CC=C2C1=O)F)C (8-fluoro-1-methyl-4-oxo-1,4-dihydroquinol-3-yl benzoate). As a reaction SMILES: S(Cl)(Cl)(=O)=O.[C:6]([C:9]1[CH:18]=[CH:17][CH:16]=[C:15]([F:19])[C:10]=1[N:11]([CH3:14])[CH:12]=O)(=[O:8])[CH3:7].[OH2:20]>ClCCl>[C:6]([O:8][C:7]1[C:6](=[O:8])[C:9]2[C:10](=[C:15]([F:19])[CH:16]=[CH:17][CH:18]=2)[N:11]([CH3:14])[CH:12]=1)(=[O:20])[C:9]1[CH:18]=[CH:17][CH:16]=[CH:15][CH:10]=1. Procedure: A solution of sulphuryl chloride (11.9 ml) in dichloromethane (200 ml) was added dropwise to the solution of 2'-acetyl-6'-fluoro-N-methylformanilide at 0° under a nitrogen atmosphere. The reaction mixture was stirred at 0° for 3.25 hours. Water (100 ml) was added dropwise and the mixture stirred for 30 minutes. The dichloromethane layer was separated, washed with water (160 ml) and dried over magnesium sulphate before removing the solvent under reduced pressure at ambient temperature. The residu... The reactants are C(C)OC(=O)C=1C=NC2=CC(=CC=C2C1)N (7-Amino-quinoline-3-carboxylic acid ethyl ester), FC(C1=CC=C(C=C1)C=1C(=CC=CC1)C(=O)Cl)(F)F (4′-trifluoromethyl-biphenyl-2-carbonyl chloride), N1=CC=CC=C1 (pyridine), 4-N,N-dimethylamino-pyridine. Run in C(Cl)(Cl)Cl (chloroform), C(Cl)(Cl)Cl (chloroform). Yields the product C(C)OC(=O)C=1C=NC2=CC(=CC=C2C1)NC(=O)C=1C(=CC=CC1)C1=CC=C(C=C1)C(F)(F)F (7-[(4′-Trifluoromethyl-biphenyl-2-carbonyl)-amino]-quinoline-3-carboxylic acid ethyl ester). Yield: 159.1%. As a reaction SMILES: [CH2:1]([O:3][C:4]([C:6]1[CH:7]=[N:8][C:9]2[C:14]([CH:15]=1)=[CH:13][CH:12]=[C:11]([NH2:16])[CH:10]=2)=[O:5])[CH3:2].N1C=CC=CC=1.[F:23][C:24]([F:41])([F:40])[C:25]1[CH:30]=[CH:29][C:28]([C:31]2[C:32]([C:37](Cl)=[O:38])=[CH:33][CH:34]=[CH:35][CH:36]=2)=[CH:27][CH:26]=1>C(Cl)(Cl)Cl>[CH2:1]([O:3][C:4]([C:6]1[CH:7]=[N:8][C:9]2[C:14]([CH:15]=1)=[CH:13][CH:12]=[C:11]([NH:16][C:37]([C:32]1[C:31]([C:28]3[CH:29]=[CH:30][C:25]([C:24]([F:23])([F:40])[F:41])=[CH:26][CH:27]=3)=[CH:36][CH:35]=[CH:34][CH:33]=1)=[O:38])[CH:10]=2)=[O:5])[CH3:2]. Reported procedure: 7-Amino-quinoline-3-carboxylic acid ethyl ester (8.6 g, 39.8 mmol) was combined with pyridine (12.9 ml, 159 mmol) and 4-N,N-dimethylamino-pyridine (0.5 g, 4 mmol) in 100 ml of chloroform. The mixture was stirred as 4′-trifluoromethyl-biphenyl-2-carbonyl chloride (22.64 g, 79.5 mmol) was added as a solution in 100 ml of chloroform. After heating at reflux for 2 h, the mixture was concentrated under vacuum, the residue taken up in ethyl acetate (600 ml) and washed sequentially with a 1 N aqueous h... The reactants are C1CCOC1, COC(=O)c1ccc(CSc2nccc(-c3ccc(OC)cc3)n2)cc1, CO, Cl, O. Product: COc1ccc(-c2ccnc(SCc3ccc(C(=O)O)cc3)n2)cc1. Reaction SMILES: [CH2:28]1[O:29][CH2:30][CH2:31][CH2:32]1.[CH3:1][O:2][C:3]([c:4]1[cH:5][cH:6][c:7]([CH2:10][S:11][c:12]2[n:13][cH:14][cH:15][c:16](-[c:18]3[cH:19][cH:20][c:21]([O:24][CH3:25])[cH:22][cH:23]3)[n:17]2)[cH:8][cH:9]1)=[O:26].[CH3:33][OH:34].[ClH:27].[OH2:35]>>[O:2]=[C:3]([c:4]1[cH:5][cH:6][c:7]([CH2:10][S:11][c:12]2[n:13][cH:14][cH:15][c:16](-[c:18]3[cH:19][cH:20][c:21]([O:24][CH3:25])[cH:22][cH:23]3)[n:17]2)[cH:8][cH:9]1)[OH:26]. Reaction SMILES: CC(C[C@@H]1NC(=O)[C@H:34]2[N:30]([CH2:31][CH2:32][CH2:33]2)[C:28](=O)[C@H:27]([CH:38](C)C)NC(=O)C2=CSC(=N2)CNC(=O)C2=CSC(=N2)[C@H](CCC(N)=O)NC1=O)C.[NH:46]1CCC[C@H:47]1[C:48](OC)=O.FC(F)(F)C(O)=O.[OH-].[Na+].C1CCC(N=C=NC2CCCCC2)CC1.FC1C(O)=C(F)C(F)=C(F)C=1F>O1CCOCC1.COCCOC.CO.C(O)C.C(OCC)C.C(Cl)(Cl)Cl.C(OCC)(=O)C.CCCCCC>[N:30]1([C:28]2[CH:27]=[CH:38][N:46]=[CH:47][CH:48]=2)[CH2:31][CH2:32][CH2:33][CH2:34]1 |f:3.4,10.11,13.14|. Yield: 76.0%. The reactants are (-)-dolastatin 3, OPfp, CC(C)C[C@H]1C(=O)N[C@H](C2=NC(=CS2)C(=O)NCC3=NC(=CS3)C(=O)N[C@H](C(=O)N4CCC[C@H]4C(=O)N1)C(C)C)CCC(=O)N (dolastatin 3), FC(C(=O)O)(F)F (trifluoroacetic acid), C1CCC(CC1)N=C=NC2CCCCC2 (DCCI), FC1=C(C(=C(C(=C1O)F)F)F)F (pentafluorophenol), L-amino acid, [OH-].[Na+] (NaOH), diethyl phosphorocyanidate (DEPC)-triethylamine, N1[C@H](C(=O)OC)CCC1 (L-Pro-OMe), thiazole amino acid. Yields the product N1(CCCC1)C1=CC=NC=C1 (4 -pyrrolidinopyridine). Procedure: Synthesis of dolastatin 3 is accomplished by one L-amino acid unit additions from L-Pro-OMe employing diethyl phosphorocyanidate (DEPC)-triethylamine for peptide bond formation and N-Boc-protection (trifluoroacetic acid cleavage). The thiazole amino acid components used herein were prepared as described by Schmidt et al (Synthesis, 1987, 233-236; Schmidt et al, Synthesis, 1986, 992-998; Kelly et al, J. Org. Chem., 1986, 51, 4590-4594; Houssin et al, J. Org. Chem., 1985, 50, 2787-2788; and Holzap... Run in CO (CH3OH), C(Cl)(Cl)Cl (CHCl3), C(C)(=O)OCC.CCCCCC (ethyl acetate hexane), COCCOC (DME), O1CCOCC1 (dioxane), O1CCOCC1 (dioxane), C(C)O.C(C)OCC (ethanol diethyl ether). RXN SMILES: Cl[C:2]1[N:3]=[N:4][C:5]([C:8]2[CH:13]=[CH:12][CH:11]=[CH:10][C:9]=2[Cl:14])=[CH:6][CH:7]=1.[OH:15][CH:16]1[CH2:21][CH2:20][NH:19][CH2:18][CH2:17]1>C(O)CCC>[OH:15][CH:16]1[CH2:21][CH2:20][N:19]([C:2]2[N:3]=[N:4][C:5]([C:8]3[CH:13]=[CH:12][CH:11]=[CH:10][C:9]=3[Cl:14])=[CH:6][CH:7]=2)[CH2:18][CH2:17]1. Product: OC1CCN(CC1)C=1N=NC(=CC1)C1=C(C=CC=C1)Cl (3-(4-hydroxy-piperidino)-6-(2-chlorophenyl)pyridazine). Solvent: C(CCC)O (normal butanol). Reported procedure: Operation is carried out in accordance with the methods mentioned for preparing 3-chloro-6-(2-chloro-phenyl)pyridazine (m.p.: 146°-147° C.). 5 g of this product are dissolved in 120 ml of normal butanol and mixed with 6.74 g of 4-hydroxy-piperidine, then heated to reflux. By following the modus operandi described for the previous Example, 5 g of CM 40907 are obtained after recrystallization in absolute ethanol. The reactants are ClC=1N=NC(=CC1)C1=C(C=CC=C1)Cl (3-chloro-6-(2-chloro-phenyl)pyridazine), product, OC1CCNCC1 (4-hydroxy-piperidine).